Dataset: the Open Reaction Database (ORD), a public repository of structured organic reaction records. Task: describe an organic reaction: reactants, conditions, products, and yield Reactants: C(C)(C)(C)OC(=O)COC=1C(=C2CCC(OC2=C(C1C)C)(C)COC1=CC=C(CC2C(N(C(S2)=O)CC(=O)OC(C)(C)C)=O)C=C1)C (t-butyl α-{5-[4-(6-t-butoxycarbonylmethoxy-2,5,7,8-tetramethylchroman-2-ylmethoxy)benzyl]-2,4-dioxothiazolidin-3-yl}acetate), Cl (hydrogen chloride). The solvent is O1CCOCC1 (dioxane). Run at time 8 hour. Product: C(=O)(O)COC=1C(=C2CCC(OC2=C(C1C)C)(C)COC1=CC=C(CC2C(N(C(S2)=O)CC(=O)O)=O)C=C1)C (α-{5-[4-(6-Carboxymethoxy-2,5,7,8-tetramethylchroman-2-ylmethoxy)benzyl]-2,4-dioxothiazolidin -3-yl}acetic acid). Reaction SMILES: C([O:5][C:6]([CH2:8][O:9][C:10]1[C:11]([CH3:47])=[C:12]2[C:17](=[C:18]([CH3:21])[C:19]=1[CH3:20])[O:16][C:15]([CH2:23][O:24][C:25]1[CH:46]=[CH:45][C:28]([CH2:29][CH:30]3[S:34][C:33](=[O:35])[N:32]([CH2:36][C:37]([O:39]C(C)(C)C)=[O:38])[C:31]3=[O:44])=[CH:27][CH:26]=1)([CH3:22])[CH2:14][CH2:13]2)=[O:7])(C)(C)C.Cl>O1CCOCC1>[C:6]([CH2:8][O:9][C:10]1[C:11]([CH3:47])=[C:12]2[C:17](=[C:18]([CH3:21])[C:19]=1[CH3:20])[O:16][C:15]([CH2:23][O:24][C:25]1[CH:46]=[CH:45][C:28]([CH2:29][CH:30]3[S:34][C:33](=[O:35])[N:32]([CH2:36][C:37]([OH:39])=[O:38])[C:31]3=[O:44])=[CH:27][CH:26]=1)([CH3:22])[CH2:14][CH2:13]2)([OH:7])=[O:5]. Reported procedure: A mixture of 0.63 g of t-butyl α-{5-[4-(6-t-butoxycarbonylmethoxy-2,5,7,8-tetramethylchroman-2-ylmethoxy)benzyl]-2,4-dioxothiazolidin-3-yl}acetate (prepared as described in Example 48) and 6 ml of a 4N dioxane solution of hydrogen chloride was allowed to stand at room temperature overnight. At the end of this time, the reaction mixture was treated as the same manner described in Example 61, to give the title compound as a pale yellow powder, softening at 95°-100° C.